From a dataset of the Open Reaction Database (ORD), a public repository of structured organic reaction records. describe an organic reaction: reactants, conditions, products, and yield Reported procedure: A 50 ml reactor is charged with 0.165 g (1.02 mmol) of 1H-indazole-3-carboxylic acid and 1 ml of thionyl chloride and the mixture is heated at ref lux for 1 h 30 min and concentrated under reduced pressure. Then 1.2 ml of pyridine and 0.30 g (2.67 mmol) of 1,4-diazabicyclo[3.2.1]octane are added and the mixture is heated at reflux for 1 h 30 min. As a reaction SMILES: [NH:1]1[C:9]2[C:4](=[CH:5][CH:6]=[CH:7][CH:8]=2)[C:3]([C:10]([OH:12])=O)=[N:2]1.S(Cl)([Cl:15])=O.[N:17]12[CH2:24][CH:21]([CH2:22][CH2:23]1)[NH:20][CH2:19][CH2:18]2>N1C=CC=CC=1>[ClH:15].[N:17]12[CH2:24][CH:21]([CH2:22][CH2:23]1)[N:20]([C:10]([C:3]1[C:4]3[C:9](=[CH:8][CH:7]=[CH:6][CH:5]=3)[NH:1][N:2]=1)=[O:12])[CH2:19][CH2:18]2 |f:4.5|. The product is Cl.N12CCN(C(CC1)C2)C(=O)C2=NNC1=CC=CC=C21 (3-(1,4-Diazabicyclo[3.2.1]oct-4-ylcarbonyl)-1H-indazole hydrochloride). Starting materials: N12CCNC(CC1)C2 (1,4-diazabicyclo[3.2.1]octane), N1N=C(C2=CC=CC=C12)C(=O)O (1H-indazole-3-carboxylic acid), S(=O)(Cl)Cl (thionyl chloride). Solvent: N1=CC=CC=C1 (pyridine). The reactants are ClC=1C=C(C=CC1)N1C(CC2=CC=CC=C12)=O (3-chlorophenyl-2-(1H,3H)-indolone), CN1C(CCCC1)=O (N-methyl-2-piperidone). Run in CCCCCC (hexane). Yields the product ClC=1C=C(C=CC1)N1C(C(C2=CC=CC=C12)=C1N(CCCC1)C)=O (1-(3-Chlorophenyl)-3(1-methyl-2-piperidylidene)-2(1H,3H)-indolone). RXN SMILES: [Cl:1][C:2]1[CH:3]=[C:4]([N:8]2[C:16]3[C:11](=[CH:12][CH:13]=[CH:14][CH:15]=3)[CH2:10][C:9]2=[O:17])[CH:5]=[CH:6][CH:7]=1.[CH3:18][N:19]1[CH2:24][CH2:23][CH2:22][CH2:21][C:20]1=O>CCCCCC>[Cl:1][C:2]1[CH:3]=[C:4]([N:8]2[C:16]3[C:11](=[CH:12][CH:13]=[CH:14][CH:15]=3)[C:10](=[C:20]3[CH2:21][CH2:22][CH2:23][CH2:24][N:19]3[CH3:18])[C:9]2=[O:17])[CH:5]=[CH:6][CH:7]=1. Procedure: By the procedure of Example B1, but using 1:1 hexane:ethyl acetate as chromatography eluant and pentane for crystallization, 1-(3-chlorophenyl-2-(1H,3H)-indolone (2.0 g, 8.2 mmoles) and N-methyl-2-piperidone (1.3 ml, 11.5 mmoles) were converted to title product, 180 mg (6.5%) m.p. 162°-165°. Reactants: COC(C(=CC1=CC=C(C=C1)OCC1=CC(=CC=C1)F)C)=O (3-[4-(3-fluoro-benzyloxy)-phenyl]-2-methyl-acrylic acid methyl ester), [OH-].[K+] (potassium hydroxide), colorless solid. The solvent is CO (methanol). Run at temperature 65 celsius, time 3 hour. The product is FC=1C=C(COC2=CC=C(C=C2)C=C(C(=O)O)C)C=CC1 (3-[4-(3-Fluoro-benzyloxy)-phenyl]-2-methyl-acrylic acid). Reaction SMILES: C[O:2][C:3](=[O:22])[C:4]([CH3:21])=[CH:5][C:6]1[CH:11]=[CH:10][C:9]([O:12][CH2:13][C:14]2[CH:19]=[CH:18][CH:17]=[C:16]([F:20])[CH:15]=2)=[CH:8][CH:7]=1.[OH-].[K+]>CO>[F:20][C:16]1[CH:15]=[C:14]([CH:19]=[CH:18][CH:17]=1)[CH2:13][O:12][C:9]1[CH:8]=[CH:7][C:6]([CH:5]=[C:4]([CH3:21])[C:3]([OH:22])=[O:2])=[CH:11][CH:10]=1 |f:1.2|. Reported procedure: 383 mg (1.28 mmol) of 3-[4-(3-fluoro-benzyloxy)-phenyl]-2-methyl-acrylic acid methyl ester is added to a solution of 143 mg (2.55 mmol) potassium hydroxide in 7 ml methanol. The solution is stirred at 65° C. for about 3 h, evaporated to dryness, treated with aqueous 0.1 molar hydrochloric acid and extracted 3 times with ethyl acetate. Evaporation of the solvent leaves the pure acid. 305 mg (84%) of a colorless solid. MS (neg.ions): m/e=285.0 (M−H). Reactants: O=C1CCCCC1Br, CS(C)=O, [N-]=[N+]=[N-], [Na+], O. Product: [N-]=[N+]=NC1CCCCC1=O. As a reaction SMILES: [Br:1][CH:2]1[C:3](=[O:8])[CH2:4][CH2:5][CH2:6][CH2:7]1.[CH3:13][S:14]([CH3:15])=[O:16].[N-:10]=[N+:11]=[N-:12].[Na+:9].[OH2:17]>>[CH:2]1([N:10]=[N+:11]=[N-:12])[C:3](=[O:8])[CH2:4][CH2:5][CH2:6][CH2:7]1. Procedure: Potassium tert-butoxide (1M, 4.54 ml) is added to 1,2,3,4-tetrahydro-3,3-dimethylquinoxalin-2-one (IV, EXAMPLE 2, 0.762 g) in THF (4 ml) at ice/saline temperature. The reaction is stirred for 40 min, at which time diethyl chlorophosphate (0.656 ml) is added. After stirring at ice-saline temperature for 2 hr, ethyl isocyanoacetate (0.562 g) is added, followed by potassium t-butoxide (1M, 4.97 ml). The reaction is stirred for 3.5 hr, allowing it to slowly warm to 20°-25°. The reaction is then quen... Yields the product CC1(C=2N(C3=CC=CC=C3N1)C=NC2C(=O)OCC)C (Ethyl 4,5-Dihydro-4,4-dimethylimidazo[1,5-a]quinoxaline-3-carboxylate). Run in C1CCOC1 (THF). Starting materials: [N+](#[C-])CC(=O)OCC (ethyl isocyanoacetate), CC(C)([O-])C.[K+] (potassium t-butoxide), CC(C)([O-])C.[K+] (Potassium tert-butoxide), C(C1=CC=CC=C1)(=O)N1CC(NC2=CC=CC=C12)=O (4-benzoyl-1,2,3,4-tetrahydroquinoxalin-2-one), P(=O)(OCC)(OCC)Cl (diethyl chlorophosphate). Run at time 2 hour. RXN SMILES: [CH3:1][C:2]([CH3:5])([O-])[CH3:3].[K+].C([N:15]1[C:24]2[C:19](=[CH:20][CH:21]=[CH:22][CH:23]=2)[NH:18][C:17](=O)C1)(=O)C1C=CC=CC=1.P(Cl)(OCC)(OCC)=O.[N+:35]([CH2:37][C:38]([O:40][CH2:41][CH3:42])=[O:39])#[C-]>C1COCC1>[CH3:1][C:2]1([CH3:5])[NH:15][C:24]2[C:19](=[CH:20][CH:21]=[CH:22][CH:23]=2)[N:18]2[CH:17]=[N:35][C:37]([C:38]([O:40][CH2:41][CH3:42])=[O:39])=[C:3]12 |f:0.1|. The reactants are CN1N=C(C=C1C(=O)NC1=C(C=CC(=C1)OC=1C=NC(=CC1)NS(=O)(=O)C1=CC=C(C=C1)C)C)C (1,3-dimethyl-N-{2-methyl-5-[(6-{[(4-methylphenyl)sulfonyl]amino}pyridin-3-yl)oxy]phenyl}-1H-pyrazole-5-carboxamide), C(C)(C)N(C(C)C)CC (N,N-diisopropylethylamine), ICC(=O)N (iodoacetamide). Run in CN(C=O)C (N,N-dimethylformamide). The product is NC(CN1C=C(C=CC1=NS(=O)(=O)C1=CC=C(C=C1)C)OC=1C=CC(=C(C1)NC(=O)C1=CC(=NN1C)C)C)=O (N-{5-[(1-(2-amino-2-oxoethyl)-6-{[(4-methylphenyl)sulfonyl]imino}-1,6-dihydropyridin-3-yl)oxy]-2-methylphenyl}-1,3-dimethyl-1H-pyrazole-5-carboxamide). Yield: 72.4%. As a reaction SMILES: [CH3:1][N:2]1[C:6]([C:7]([NH:9][C:10]2[CH:15]=[C:14]([O:16][C:17]3[CH:18]=[N:19][C:20]([NH:23][S:24]([C:27]4[CH:32]=[CH:31][C:30]([CH3:33])=[CH:29][CH:28]=4)(=[O:26])=[O:25])=[CH:21][CH:22]=3)[CH:13]=[CH:12][C:11]=2[CH3:34])=[O:8])=[CH:5][C:4]([CH3:35])=[N:3]1.C(N(CC)C(C)C)(C)C.I[CH2:46][C:47]([NH2:49])=[O:48]>CN(C)C=O>[NH2:49][C:47](=[O:48])[CH2:46][N:19]1[C:20](=[N:23][S:24]([C:27]2[CH:32]=[CH:31][C:30]([CH3:33])=[CH:29][CH:28]=2)(=[O:25])=[O:26])[CH:21]=[CH:22][C:17]([O:16][C:14]2[CH:13]=[CH:12][C:11]([CH3:34])=[C:10]([NH:9][C:7]([C:6]3[N:2]([CH3:1])[N:3]=[C:4]([CH3:35])[CH:5]=3)=[O:8])[CH:15]=2)=[CH:18]1. Procedure details: In the same manner as in Reference Example 5 and using 1,3-dimethyl-N-{2-methyl-5-[(6-{[(4-methylphenyl)sulfonyl]amino}pyridin-3-yl)oxy]phenyl}-1H-pyrazole-5-carboxamide (2.91 g, 5.92 mmol), N,N-diisopropylethylamine (1.34 mL, 7.70 mmol), iodoacetamide (1.42 g, 7.70 mmol) and N,N-dimethylformamide (15 mL) as starting materials, the title compound (2.35 g, 72%) was obtained as a white solid. The reactants are N (ammonia), ice, ClC1=NC=C(C(=N1)Cl)C(=O)Cl (2,4-dichloro-5-pyrimidinecarbonyl chloride), C(C)OCC (diethyl ether). Reaction conditions: time 30 minute. Yields the product ClC1=NC=C(C(=N1)Cl)C(=O)N (2,4-dichloro-5-pyrimidinecarboxamide). Yield: 42.4%. Procedure details: A solution of ammonia (14 g) in 1,4-dioxane (500 ml) was added drop-wise to an ice-cooled stirred solution of 2,4-dichloro-5-pyrimidinecarbonyl chloride (78 g, crude) in 1,4-dioxane (400 ml) under nitrogen. The ice-bath was removed and the solution was stirred for 30 min and concentrated. The solid residue was partitioned between ethyl acetate (500 ml) and saturated aqueous sodium bicarbonate (500 ml), the organic washed with saturated aqueous sodium bicarbonate (500 ml, ×2), followed by brine (... RXN SMILES: [NH3:1].[Cl:2][C:3]1[N:8]=[C:7]([Cl:9])[C:6]([C:10](Cl)=[O:11])=[CH:5][N:4]=1.C(OCC)C>O1CCOCC1>[Cl:2][C:3]1[N:8]=[C:7]([Cl:9])[C:6]([C:10]([NH2:1])=[O:11])=[CH:5][N:4]=1. The solvent is O1CCOCC1 (1,4-dioxane), O1CCOCC1 (1,4-dioxane).